This data is from the Open Reaction Database (ORD), a public repository of structured organic reaction records. The task is: describe an organic reaction: reactants, conditions, products, and yield The reactants are C1CCOC1, CCOC(=O)N=NC(=O)OCC, Oc1ccccn1, CC(C)(C)OC(=O)NCCO, c1ccc(P(c2ccccc2)c2ccccc2)cc1. The product is CC(C)(C)OC(=O)NCCOc1ccccn1. As a reaction SMILES: [CH2:50]1[O:51][CH2:52][CH2:53][CH2:54]1.[O:1]=[C:2]([O:3][CH2:4][CH3:5])[N:6]=[N:7][C:8]([O:9][CH2:10][CH3:11])=[O:12].[OH:13][c:14]1[n:15][cH:16][cH:17][cH:18][cH:19]1.[OH:20][CH2:21][CH2:22][NH:23][C:24]([O:25][C:26]([CH3:27])([CH3:28])[CH3:29])=[O:30].[c:31]1([P:32]([c:33]2[cH:34][cH:35][cH:36][cH:37][cH:38]2)[c:39]2[cH:40][cH:41][cH:42][cH:43][cH:44]2)[cH:45][cH:46][cH:47][cH:48][cH:49]1>>[O:13]([c:14]1[n:15][cH:16][cH:17][cH:18][cH:19]1)[CH2:21][CH2:22][NH:23][C:24]([O:25][C:26]([CH3:27])([CH3:28])[CH3:29])=[O:30]. Reactants: Cc1cn(S(=O)(=O)c2ccccc2)c(=O)c2ccc(Br)cc12, O=C1CCC(=O)N1Br, O=C(OOC(=O)c1ccccc1)c1ccccc1, c1ccccc1. Product: O=c1c2ccc(Br)cc2c(CBr)cn1S(=O)(=O)c1ccccc1. As a reaction SMILES: [Br:1][c:2]1[cH:3][c:4]2[c:5]([CH3:22])[cH:6][n:7]([S:13](=[O:14])(=[O:15])[c:16]3[cH:17][cH:18][cH:19][cH:20][cH:21]3)[c:8](=[O:12])[c:9]2[cH:10][cH:11]1.[Br:23][N:24]1[C:25](=[O:26])[CH2:27][CH2:28][C:29]1=[O:30].[C:31]([O:32][O:33][C:34](=[O:35])[c:36]1[cH:37][cH:38][cH:39][cH:40][cH:41]1)(=[O:42])[c:43]1[cH:44][cH:45][cH:46][cH:47][cH:48]1.[cH:49]1[cH:50][cH:51][cH:52][cH:53][cH:54]1>>[Br:1][c:2]1[cH:3][c:4]2[c:5]([CH2:22][Br:23])[cH:6][n:7]([S:13](=[O:14])(=[O:15])[c:16]3[cH:17][cH:18][cH:19][cH:20][cH:21]3)[c:8](=[O:12])[c:9]2[cH:10][cH:11]1.